This data is from the Open Reaction Database (ORD), a public repository of structured organic reaction records. The task is: describe an organic reaction: reactants, conditions, products, and yield Reactants: crude product, O[C@H]1C[C@H]2CC[C@H]3[C@@H]4CC[C@@H]([C@@]4(C)CC[C@@H]3[C@]2(CC1)C)OC (3α-hydroxy-17β-methoxy-5β-androstane), C(C(C)C)(=O)Cl (isobutyryl chloride), N,N-dimethylaminopyridine. As a reaction SMILES: [OH:1][C@@H:2]1[CH2:19][CH2:18][C@@:17]2([CH3:20])[C@H:4]([CH2:5][CH2:6][C@@H:7]3[C@@H:16]2[CH2:15][CH2:14][C@@:12]2([CH3:13])[C@H:8]3[CH2:9][CH2:10][C@@H:11]2[O:21][CH3:22])[CH2:3]1.[C:23](Cl)(=[O:27])[CH:24]([CH3:26])[CH3:25]>N1C=CC=CC=1.C(Cl)Cl>[C:23]([O:1][C@@H:2]1[CH2:19][CH2:18][C@@:17]2([CH3:20])[C@H:4]([CH2:5][CH2:6][C@@H:7]3[C@@H:16]2[CH2:15][CH2:14][C@@:12]2([CH3:13])[C@H:8]3[CH2:9][CH2:10][C@@H:11]2[O:21][CH3:22])[CH2:3]1)(=[O:27])[CH:24]([CH3:26])[CH3:25]. The yield is 86.1%. Run in C(Cl)Cl (CH2Cl2), N1=CC=CC=C1 (pyridine). Yields the product C(C(C)C)(=O)O[C@H]1C[C@H]2CC[C@H]3[C@@H]4CC[C@@H]([C@@]4(C)CC[C@@H]3[C@]2(CC1)C)OC (3α-isobutyryloxy-17β-methoxy-5β-androstane). Procedure details: A solution of 3α-hydroxy-17β-methoxy-5β-androstane (250 mg, 0.82 mmol) in dry pyridine (2 mL) was treated with isobutyryl chloride (0.12 mL, 1.15 mmol), and N,N-dimethylaminopyridine (5 mg) at 5° C. After stirring the mixture at 5-10° C. for 1 hr the mixture was quenched with HCl solution (0.5N, 25 mL). The mixture was extracted with EtOAc. The organic layer was washed with dil. HCl, water, and brine. After drying over anhyd. MgSO4 the solution was filtered and evaporated to yield the crude prod... Conditions: temperature 7.5 celsius, time 1 hour.